From a dataset of the Open Reaction Database (ORD), a public repository of structured organic reaction records. describe an organic reaction: reactants, conditions, products, and yield The reactants are C(C)(=O)C=1N=CC(=NC1)NC(C(C)(C)C)=O (N-(5-acetylpyrazin-2-yl)-2,2-dimethylpropanamide), C([O-])([O-])=O.[K+].[K+] (potassium carbonate), C([O-])(O)=O.[Na+] (sodium bicarbonate). The solvent is CO (methanol), [Cl-].[Na+].O (brine). Reaction conditions: temperature 60 celsius, time 8 hour. Yields the product NC=1N=CC(=NC1)C(C)=O (1-(5-aminopyrazin-2-yl)ethanone). Yield: 96.8%. Reaction SMILES: [C:1]([C:4]1[N:5]=[CH:6][C:7]([NH:10]C(=O)C(C)(C)C)=[N:8][CH:9]=1)(=[O:3])[CH3:2].C(=O)([O-])[O-].[K+].[K+].C(=O)(O)[O-].[Na+]>CO.[Cl-].[Na+].O>[NH2:10][C:7]1[N:8]=[CH:9][C:4]([C:1](=[O:3])[CH3:2])=[N:5][CH:6]=1 |f:1.2.3,4.5,7.8.9|. Reported procedure: To a solution of N-(5-acetylpyrazin-2-yl)-2,2-dimethylpropanamide (300 mg) in methanol (10 mL) was added potassium carbonate (750 mg) at room temperature. It was stirred at 60° C. overnight. To the reaction mixture were added saturated aqueous sodium bicarbonate and saturated brine at room temperature, followed by extraction with a solvent (chloroform:isopropyl alcohol=4:1). The organic layer was dried over anhydrous magnesium sulfate and concentrated. The obtained solid was collected by filtrat... Reactants: C(C)OC(C1=CC(=C(C(=C1)C)OC)C)=O (3,5-dimethyl-4-methoxybenzoic acid ethyl ester), Cl (hydrochloric acid). The solvent is [OH-].[Na+] (sodium hydroxide). Yields the product CC=1C=C(C(=O)O)C=C(C1OC)C (3,5-Dimethyl-4-methoxybenzoic acid). Reaction SMILES: C([O:3][C:4](=[O:15])[C:5]1[CH:10]=[C:9]([CH3:11])[C:8]([O:12][CH3:13])=[C:7]([CH3:14])[CH:6]=1)C.Cl>[OH-].[Na+]>[CH3:14][C:7]1[CH:6]=[C:5]([CH:10]=[C:9]([CH3:11])[C:8]=1[O:12][CH3:13])[C:4]([OH:15])=[O:3] |f:2.3|. Procedure: A mixture of 3,5-dimethyl-4-methoxybenzoic acid ethyl ester (PREPARATION 2, 10.5 g) and aqueous sodium hydroxide (20%, 100 ml) is refluxed for 18 hours. The solution is cooled and acidified with hydrochloric acid (12N, pH 2). The acidified solution is extracted with chloroform (3×). The combined extracts are dried over sodium sulfate and concentrated under reduced pressure to give a solid which is recrystallized from ether/pet ether mixture to give the title compound, mp 189°-191°. The reactants are fatty acid-β-naphtholbenzyl, 12.8, S(=O)([O-])[O-].[Na+].[Na+] (sodium sulfite), product ( b ), C1(\C=C/C(=O)O1)=O (maleic anhydride), O (water). Conditions: time 1 hour. Product: S(=O)(=O)(O)C(C(=O)O)CC(=O)O (mono-sulfosuccinic acid). Reaction SMILES: [C:1]1(=[O:7])[O:6][C:4](=[O:5])[CH:3]=[CH:2]1.[S:8]([O-:11])([O-:10])=[O:9].[Na+].[Na+].[OH2:14]>>[S:8]([CH:2]([CH2:3][C:4]([OH:14])=[O:5])[C:1]([OH:6])=[O:7])([OH:11])(=[O:10])=[O:9] |f:1.2.3|. Procedure: As described for compound G/d, 50 parts of fatty acid-β-naphtholbenzyl oxethylation product (b) are reacted with 9.5 parts of maleic anhydride and a solution of 12.8 parts of anhydrous sodium sulfite in 109 parts of water. When the reaction mixture has become clear, it is stirred for 1 hour. The reactants are CNCC(C)NC(C)C(=O)OC, CCO, Cc1ccc(S(=O)(=O)O)cc1. Yields the product CC1CN(C)C(=O)C(C)N1. RXN SMILES: [CH3:1][NH:2][CH2:3][CH:4]([CH3:5])[NH:6][CH:7]([C:8](=[O:9])[O:10][CH3:11])[CH3:12].[CH3:24][CH2:25][OH:26].[c:13]1([CH3:14])[cH:15][cH:16][c:17]([S:18]([OH:19])(=[O:20])=[O:21])[cH:22][cH:23]1>>[CH3:1][N:2]1[CH2:3][CH:4]([CH3:5])[NH:6][CH:7]([CH3:12])[C:8]1=[O:9]. Reactants: CCCCc1ccc(-c2ncc(C#N)c(O)n2)cc1, CCOC=C(C#N)C(=O)OCC, CCCCc1ccc(C(=N)N)cc1, CCO, Cl, [Na+], [OH-], O=P(Cl)(Cl)Cl. Product: CCCCc1ccc(-c2ncc(C#N)c(Cl)n2)cc1. Reaction SMILES: [C:29](#[N:30])[c:31]1[c:32]([OH:47])[n:33][c:34](-[c:37]2[cH:38][cH:39][c:40]([CH2:43][CH2:44][CH2:45][CH3:46])[cH:41][cH:42]2)[n:35][cH:36]1.[CH2:15]([O:16][C:17](=[O:18])[C:19](=[CH:20][O:21][CH2:22][CH3:23])[C:24]#[N:25])[CH3:26].[CH2:2]([c:3]1[cH:4][cH:5][c:6]([C:7]([NH2:8])=[NH:9])[cH:10][cH:11]1)[CH2:12][CH2:13][CH3:14].[CH3:53][CH2:54][OH:55].[ClH:1].[Na+:28].[OH-:27].[P:48]([Cl:49])([Cl:50])([Cl:51])=[O:52]>>[C:29](#[N:30])[c:31]1[c:32]([Cl:50])[n:33][c:34](-[c:37]2[cH:38][cH:39][c:40]([CH2:43][CH2:44][CH2:45][CH3:46])[cH:41][cH:42]2)[n:35][cH:36]1. Reactants: C(C1=CC=CC=C1)N(C1=CC=C(C=C1)C1=NC(=C2C=CC=NC2=C1)Cl)CC1=CC=CC=C1 (Dibenzyl-[4-(5-chloro-[1,6]naphthyridin-7-yl)-phenyl]-amine), N1CCOCC1 (morpholine), ( g ), solid. The product is C(C1=CC=CC=C1)N(C1=CC=C(C=C1)C1=NC(=C2C=CC=NC2=C1)N1CCOCC1)CC1=CC=CC=C1 (Dibenzyl-[4-(5-morpholin-4-yl-[1,6]naphthyridin-7-yl)-phenyl]-amine). RXN SMILES: [CH2:1]([N:8]([CH2:26][C:27]1[CH:32]=[CH:31][CH:30]=[CH:29][CH:28]=1)[C:9]1[CH:14]=[CH:13][C:12]([C:15]2[CH:24]=[C:23]3[C:18]([CH:19]=[CH:20][CH:21]=[N:22]3)=[C:17](Cl)[N:16]=2)=[CH:11][CH:10]=1)[C:2]1[CH:7]=[CH:6][CH:5]=[CH:4][CH:3]=1.[NH:33]1[CH2:38][CH2:37][O:36][CH2:35][CH2:34]1>>[CH2:1]([N:8]([CH2:26][C:27]1[CH:32]=[CH:31][CH:30]=[CH:29][CH:28]=1)[C:9]1[CH:14]=[CH:13][C:12]([C:15]2[CH:24]=[C:23]3[C:18]([CH:19]=[CH:20][CH:21]=[N:22]3)=[C:17]([N:33]3[CH2:38][CH2:37][O:36][CH2:35][CH2:34]3)[N:16]=2)=[CH:11][CH:10]=1)[C:2]1[CH:7]=[CH:6][CH:5]=[CH:4][CH:3]=1. Procedure: A solution of dibenzyl-[4-(5-chloro-[1,6]naphthyridin-7-yl)-phenyl]amine 3 (350 mg, 0.81 mmol, 1 eq) in morpholine (5.0 mL, 56 mmol, 70 eq) was heated up at 100° C. overnight under Ar(g). Once cooled down, the solution was partitioned and extracted with CH2Cl2 (3×10 mL). The combined organic extracts were dried over MgSO4 and the solvent was removed in vacuo. The residue was further purified by silica gel column chromatography with hexane/EtOAc (1:1-1:3) to yield the product, B, as a pale yellow... Product: O=C1C(C(C2=C(C(=C(C=C12)OCC(=O)O)Cl)Cl)=O)(C1=CC=CC=C1)C ((1,3-dioxo-2-methyl-2-phenyl-4,5-dichloro-6-indanyloxy)acetic acid). Procedure: A stirred mixture of 2-methyl-2-phenyl-4,5-dichloro-6-hydroxyindan-1,3-dione (2.14 g., 0.0067 mole), potassium carbonate (1.85 g., 0.0134 mole) and ethyl bromoacetate (2.32 g., 0.0134 mole) in dimethylformamide (30 ml.) is warmed at 55°-60°C. for 3 hours, then treated with potassium hydroxide (0.97 g., 0.0147 mole) dissolved in a minimum amount of water in methanol (30 ml.) and heated on a steam bath for 21/2 hrs. The reaction mixture is poured into water (500 ml.), acidified with 6 N hydrochlor... Solvent: O (water), CO (methanol), CN(C=O)C (dimethylformamide), O (water). Starting materials: [OH-].[K+] (potassium hydroxide), CC1(C(C2=CC(=C(C(=C2C1=O)Cl)Cl)O)=O)C1=CC=CC=C1 (2-methyl-2-phenyl-4,5-dichloro-6-hydroxyindan-1,3-dione), C([O-])([O-])=O.[K+].[K+] (potassium carbonate), BrCC(=O)OCC (ethyl bromoacetate), Cl (hydrochloric acid). As a reaction SMILES: [CH3:1][C:2]1([C:16]2[CH:21]=[CH:20][CH:19]=[CH:18][CH:17]=2)[C:10](=[O:11])[C:9]2[C:4](=[CH:5][C:6]([OH:14])=[C:7]([Cl:13])[C:8]=2[Cl:12])[C:3]1=[O:15].C(=O)([O-])[O-].[K+].[K+].Br[CH2:29][C:30]([O:32]CC)=[O:31].[OH-].[K+].Cl>CN(C)C=O.O.CO>[O:15]=[C:3]1[C:4]2[C:9](=[C:8]([Cl:12])[C:7]([Cl:13])=[C:6]([O:14][CH2:29][C:30]([OH:32])=[O:31])[CH:5]=2)[C:10](=[O:11])[C:2]1([CH3:1])[C:16]1[CH:17]=[CH:18][CH:19]=[CH:20][CH:21]=1 |f:1.2.3,5.6|.